From a dataset of the Open Reaction Database (ORD), a public repository of structured organic reaction records. describe an organic reaction: reactants, conditions, products, and yield The reactants are amine, anhydride, OCC1=CC=C(C(=O)O)C=C1 (4-(hydroxymethyl)-benzoic acid), [Si](C)(C)(C(C)(C)C)Cl (tert-butyldimethylsilyl chloride), N1C=NC=C1 (imidazole). The reagents and catalysts are [H][H].[Pd] (H2 Pd/C). Solvent: N1=CC=CC=C1 (pyridine), CN(C)C=O (DMF), C(C)(=O)O (acetic acid). Yields the product O([Si](C)(C)C(C)(C)C)CC1=CC=C(C(=O)O)C=C1 (4-[(tert-butyldimethylsiloxy)methyl]benzoic acid). The yield is 64.6%. RXN SMILES: [OH:1][CH2:2][C:3]1[CH:11]=[CH:10][C:6]([C:7]([OH:9])=[O:8])=[CH:5][CH:4]=1.[Si:12](Cl)([C:15]([CH3:18])([CH3:17])[CH3:16])([CH3:14])[CH3:13].N1C=CN=C1>C(O)(=O)C.N1C=CC=CC=1.CN(C=O)C.[H][H].[Pd]>[O:1]([CH2:2][C:3]1[CH:4]=[CH:5][C:6]([C:7]([OH:9])=[O:8])=[CH:10][CH:11]=1)[Si:12]([C:15]([CH3:18])([CH3:17])[CH3:16])([CH3:14])[CH3:13] |f:6.7|. Procedure details: The photolabile linker was prepared as described by Holmes et al. in J. Org. Chem., 60: 2318-2319 (1995). 2-methoxy-4-acetylphenol was treated with Br—(CH2)3—CO2CH3 and K2CO3 in DMF and the product was reacted with excess hydroxylamine hydrochloride/pyridine/H2O. The oxime formed was reduced with H2/Pd/C in acetic acid and the resulting amine trifluoroacetylated with the anhydride in pyridine. The product was crystallized from ethanol water (80% four steps). The product was nitrated with concent... Reactants: N1C(C(=O)O)CCCC1 (pipecolic acid), C([O-])([O-])=O.[K+].[K+] (potassium carbonate), ClC(=O)OCC1=CC=CC=C1 (benzyl chloroformate). Run in O (water), C1CCOC1 (THF), O (water). Reaction conditions: time 1 hour. Product: N1([C@H](C(=O)O)CCCC1)C(=O)OCC1=CC=CC=C1 (Cbz-Pip). The yield is 75.3%. Reaction SMILES: [NH:1]1[CH2:9][CH2:8][CH2:7][CH2:6][CH:2]1[C:3]([OH:5])=[O:4].C(=O)([O-])[O-].[K+].[K+].Cl[C:17]([O:19][CH2:20][C:21]1[CH:26]=[CH:25][CH:24]=[CH:23][CH:22]=1)=[O:18]>O.C1COCC1>[N:1]1([C:17]([O:19][CH2:20][C:21]2[CH:26]=[CH:25][CH:24]=[CH:23][CH:22]=2)=[O:18])[CH2:9][CH2:8][CH2:7][CH2:6][C@H:2]1[C:3]([OH:5])=[O:4] |f:1.2.3|. Procedure details: To a 0° C. suspension of pipecolic acid (0.15 g, 1.16 mmol) and potassium carbonate (4.64 mmol) in water (5 mL) and THF (5 mL) was added benzyl chloroformate (0.24 g, 1.41 mmol). The mixture was rapidly stirred for one hour then allowed to warm to ambient temperature. After 6 hours, the reaction was diluted with water and washed with ether. The aqueous layer was acidified and extracted with methylene chloride. The organic phase was washed with brine then dried over sodium sulfate. The solvent wa...